From a dataset of the Open Reaction Database (ORD), a public repository of structured organic reaction records. describe an organic reaction: reactants, conditions, products, and yield The reactants are C(=C)N1C(CCC1)=O (N-vinylpyrrolidone), C(C(=C)C)(=O)OCCCCCCCCCCCC (dodecyl methacrylate), N(=NC(C#N)(C)C)C(C#N)(C)C (azobisisobutyronitrile), C(C(C)[*:2])[*:1] (polypropylene), O=O (oxygen). The solvent is O (water), O (water). Yields the product C(C(=C)C)(=O)OCC=C (allyl methacrylate). RXN SMILES: C(N1CCCC1=O)=C.[C:9]([O:14][CH2:15][CH2:16][CH2:17]CCCCCCCCC)(=[O:13])[C:10]([CH3:12])=[CH2:11].O=O.N(C(C)(C)C#N)=NC(C)(C)C#N>O>[C:9]([O:14][CH2:15][CH:16]=[CH2:17])(=[O:13])[C:10]([CH3:12])=[CH2:11]. Procedure details: The dimer of allyl methacrylate, which was prepared according to Example 1, was added in the amount of 3 wt.-% (related to the entire mixture) to the mixture containing 80 wt.-% N-vinylpyrrolidone and 20 wt. % dodecyl methacrylate. The mixture was homogenized, freed of air oxygen and polymerized in the presence of 0.4 wt.-% azobisisobutyronitrile in a polypropylene mold at 60° C. for 16 h. The resulting gel contained, after swelling with water, 72 wt.-% water at G=0.027 MPa. The soluble portion ...